Dataset: the Open Reaction Database (ORD), a public repository of structured organic reaction records. Task: describe an organic reaction: reactants, conditions, products, and yield The reactants are CC1CCNCC1, CCO, [Ca+2], Cc1ccc(C(=O)c2cc([N+](=O)[O-])ccc2Cl)cc1, O=C([O-])[O-]. Yields the product Cc1ccc(C(=O)c2cc([N+](=O)[O-])ccc2N2CCC(C)CC2)cc1. RXN SMILES: [CH3:20][CH:21]1[CH2:22][CH2:23][NH:24][CH2:25][CH2:26]1.[CH3:32][CH2:33][OH:34].[Ca+2:27].[Cl:1][c:2]1[c:3]([C:4](=[O:5])[c:6]2[cH:7][cH:8][c:9]([CH3:12])[cH:10][cH:11]2)[cH:13][c:14]([N+:17](=[O:18])[O-:19])[cH:15][cH:16]1.[O-:28][C:29](=[O:30])[O-:31]>>[c:2]1([N:24]2[CH2:23][CH2:22][CH:21]([CH3:20])[CH2:26][CH2:25]2)[c:3]([C:4](=[O:5])[c:6]2[cH:7][cH:8][c:9]([CH3:12])[cH:10][cH:11]2)[cH:13][c:14]([N+:17](=[O:18])[O-:19])[cH:15][cH:16]1. The reactants are CC(C)(C)c1ccc(C2CN(C(c3ccccc3)c3ccccc3)C2)cc1, FC(F)(F)c1cccc(C2(Cl)CN(C(c3ccccc3)c3ccccc3)C2)c1. The product is FC(F)(F)c1cccc(C2CN(C(c3ccccc3)c3ccccc3)C2)c1. As a reaction SMILES: [C:29]([c:30]1[cH:31][cH:32][c:33]([CH:34]2[CH2:35][N:36]([CH:37]([c:38]3[cH:39][cH:40][cH:41][cH:42][cH:43]3)[c:44]3[cH:45][cH:46][cH:47][cH:48][cH:49]3)[CH2:50]2)[cH:51][cH:52]1)([CH3:53])([CH3:54])[CH3:55].[Cl:1][C:2]1([c:19]2[cH:20][c:21]([C:25]([F:26])([F:27])[F:28])[cH:22][cH:23][cH:24]2)[CH2:3][N:4]([CH:6]([c:7]2[cH:8][cH:9][cH:10][cH:11][cH:12]2)[c:13]2[cH:14][cH:15][cH:16][cH:17][cH:18]2)[CH2:5]1>>[CH:2]1([c:19]2[cH:20][c:21]([C:25]([F:26])([F:27])[F:28])[cH:22][cH:23][cH:24]2)[CH2:3][N:4]([CH:6]([c:7]2[cH:8][cH:9][cH:10][cH:11][cH:12]2)[c:13]2[cH:14][cH:15][cH:16][cH:17][cH:18]2)[CH2:5]1. Starting materials: FC=1C=C(C=C(C1)F)CC(=O)N[C@@H](C)C(=O)N[C@@H](C)C(=O)O (N-[N-(3,5-Difluorophenylacetyl)-L-alaninyl]-L-alanine), N1CCCC1 (pyrrolidine). The solvent is C(Cl)(Cl)Cl.CO (CHCl3 MeOH). Product: FC=1C=C(C=C(C1)F)CC(=O)N[C@@H](C)C(=O)N[C@@H](C)C(=O)N1CCCC1 (1-[N-[N-(3,5-Difluorophenylacetyl)-L-alaninyl]-L-alaninyl]pyrrolidine). Reaction SMILES: [F:1][C:2]1[CH:3]=[C:4]([CH2:9][C:10]([NH:12][C@H:13]([C:15]([NH:17][C@H:18]([C:20]([OH:22])=O)[CH3:19])=[O:16])[CH3:14])=[O:11])[CH:5]=[C:6]([F:8])[CH:7]=1.[NH:23]1[CH2:27][CH2:26][CH2:25][CH2:24]1>C(Cl)(Cl)Cl.CO>[F:8][C:6]1[CH:5]=[C:4]([CH2:9][C:10]([NH:12][C@H:13]([C:15]([NH:17][C@H:18]([C:20]([N:23]2[CH2:27][CH2:26][CH2:25][CH2:24]2)=[O:22])[CH3:19])=[O:16])[CH3:14])=[O:11])[CH:3]=[C:2]([F:1])[CH:7]=1 |f:2.3|. Procedure: Following General Procedure C and using N-[N-(3,5-difluorophenylacetyl)-L-alaninyl]-L-alanine (from Example D7 above) and pyrrolidine (Aldrich), the title compound was prepared as a solid. The reaction was monitored by tlc (Rf=0.15 in 95:5 CHCl3/MeOH) and the product was purified by silica gel chromatography using CHCl3/MeOH as the eluent. The reactants are C, CCN1CCN(c2nc(-c3cc(F)c(OCc4ccccc4)c(F)c3)cc3ccccc23)CC1, CO, Cl, [Pd]. Yields the product CCN1CCN(c2nc(-c3cc(F)c(O)c(F)c3)cc3ccccc23)CC1. Reaction SMILES: [C:38].[CH2:1]([CH3:2])[N:3]1[CH2:4][CH2:5][N:6]([c:9]2[n:10][c:11](-[c:19]3[cH:20][c:21]([F:34])[c:22]([O:26][CH2:27][c:28]4[cH:29][cH:30][cH:31][cH:32][cH:33]4)[c:23]([F:25])[cH:24]3)[cH:12][c:13]3[cH:14][cH:15][cH:16][cH:17][c:18]23)[CH2:7][CH2:8]1.[CH3:36][OH:37].[ClH:35].[Pd:39]>>[CH2:1]([CH3:2])[N:3]1[CH2:4][CH2:5][N:6]([c:9]2[n:10][c:11](-[c:19]3[cH:20][c:21]([F:34])[c:22]([OH:26])[c:23]([F:25])[cH:24]3)[cH:12][c:13]3[cH:14][cH:15][cH:16][cH:17][c:18]23)[CH2:7][CH2:8]1.